Dataset: the Open Reaction Database (ORD), a public repository of structured organic reaction records. Task: describe an organic reaction: reactants, conditions, products, and yield The reactants are CC(C)(C)OC(=O)N1CCC(COCc2cc(Br)cc3cn(COCC[Si](C)(C)C)nc23)(c2ccccc2)CC1, OB(O)C1CC1, [Pd], c1ccc(P(c2ccccc2)c2ccccc2)cc1, c1ccc(P(c2ccccc2)c2ccccc2)cc1, c1ccc(P(c2ccccc2)c2ccccc2)cc1, c1ccc(P(c2ccccc2)c2ccccc2)cc1. The product is CC(C)(C)OC(=O)N1CCC(COCc2cc(C3CC3)cc3cn(COCC[Si](C)(C)C)nc23)(c2ccccc2)CC1. RXN SMILES: [Br:1][c:2]1[cH:3][c:4]2[cH:5][n:6]([CH2:33][O:34][CH2:35][CH2:36][Si:37]([CH3:38])([CH3:39])[CH3:40])[n:7][c:8]2[c:9]([CH2:11][O:12][CH2:13][C:14]2([c:27]3[cH:28][cH:29][cH:30][cH:31][cH:32]3)[CH2:15][CH2:16][N:17]([C:20](=[O:21])[O:22][C:23]([CH3:24])([CH3:25])[CH3:26])[CH2:18][CH2:19]2)[cH:10]1.[CH:41]1([B:44]([OH:45])[OH:46])[CH2:42][CH2:43]1.[Pd:47].[c:105]1([P:106]([c:107]2[cH:108][cH:109][cH:110][cH:111][cH:112]2)[c:113]2[cH:114][cH:115][cH:116][cH:117][cH:118]2)[cH:119][cH:120][cH:121][cH:122][cH:123]1.[c:48]1([P:49]([c:50]2[cH:51][cH:52][cH:53][cH:54][cH:55]2)[c:56]2[cH:57][cH:58][cH:59][cH:60][cH:61]2)[cH:62][cH:63][cH:64][cH:65][cH:66]1.[c:67]1([P:68]([c:69]2[cH:70][cH:71][cH:72][cH:73][cH:74]2)[c:75]2[cH:76][cH:77][cH:78][cH:79][cH:80]2)[cH:81][cH:82][cH:83][cH:84][cH:85]1.[c:86]1([P:87]([c:88]2[cH:89][cH:90][cH:91][cH:92][cH:93]2)[c:94]2[cH:95][cH:96][cH:97][cH:98][cH:99]2)[cH:100][cH:101][cH:102][cH:103][cH:104]1>>[c:2]1([CH:41]2[CH2:42][CH2:43]2)[cH:3][c:4]2[cH:5][n:6]([CH2:33][O:34][CH2:35][CH2:36][Si:37]([CH3:38])([CH3:39])[CH3:40])[n:7][c:8]2[c:9]([CH2:11][O:12][CH2:13][C:14]2([c:27]3[cH:28][cH:29][cH:30][cH:31][cH:32]3)[CH2:15][CH2:16][N:17]([C:20](=[O:21])[O:22][C:23]([CH3:24])([CH3:25])[CH3:26])[CH2:18][CH2:19]2)[cH:10]1. Reactants: O.[OH-].[Li+] (Lithium hydroxide monohydrate), COC(=O)C=1C(=C(C(=O)OC)C=CC1C(F)(F)F)SC (methyl 3-methoxycarbonyl-2-(methylsulphenyl)-4-trifluoromethylbenzoate). Run in CO (methanol), O (water). Run at time 8 hour. The product is COC(=O)C=1C(=C(C(=O)O)C=CC1C(F)(F)F)SC (3-methoxycarbonyl-2-(methylsulphenyl)-4-trifluoromethylbenzoic acid). Yield: 82.9%. RXN SMILES: O.[OH-].[Li+].[CH3:4][O:5][C:6]([C:8]1[C:9]([S:22][CH3:23])=[C:10]([CH:15]=[CH:16][C:17]=1[C:18]([F:21])([F:20])[F:19])[C:11]([O:13]C)=[O:12])=[O:7]>CO.O>[CH3:4][O:5][C:6]([C:8]1[C:9]([S:22][CH3:23])=[C:10]([CH:15]=[CH:16][C:17]=1[C:18]([F:19])([F:20])[F:21])[C:11]([OH:13])=[O:12])=[O:7] |f:0.1.2|. Procedure: Lithium hydroxide monohydrate (1.87 g) was added to a solution of methyl 3-methoxycarbonyl-2-(methylsulphenyl)-4-trifluoromethylbenzoate (13.71 g) in methanol and water. The mixture was stirred at room temperature overnight and the methanol was removed by evaporation. The residual aqueous solution was acidified to pH 1 and extracted with ether, washed with water, dried (MgSO4) and filtered. The filtrate was evaporated to dryness to give 3-methoxycarbonyl-2-(methylsulphenyl)-4-trifluoromethylbenz... Reactants: COC1=C(C(=C(C=O)C=C1)[N+](=O)[O-])OCCCCC (4-Methoxy-2-nitro-3-pentyloxybenzaldehyde), S(O)(=O)(=O)N (amidosulfuric acid), C(C)(C)O (isopropanol), Cl(=O)[O-].[Na+] (sodium chlorite), solution. Run in C(C)(=O)OCC (ethyl acetate). Reaction conditions: time 20 minute. Yields the product COC1=C(C(=C(C(=O)O)C=C1)[N+](=O)[O-])OCCCCC (4-methoxy-2-nitro-3-pentyloxybenzoic acid). The yield is 79.6%. As a reaction SMILES: [CH3:1][O:2][C:3]1[CH:10]=[CH:9][C:6]([CH:7]=[O:8])=[C:5]([N+:11]([O-:13])=[O:12])[C:4]=1[O:14][CH2:15][CH2:16][CH2:17][CH2:18][CH3:19].S(N)(=O)(=O)[OH:21].C(O)(C)C.Cl([O-])=O.[Na+]>C(OCC)(=O)C>[CH3:1][O:2][C:3]1[CH:10]=[CH:9][C:6]([C:7]([OH:21])=[O:8])=[C:5]([N+:11]([O-:13])=[O:12])[C:4]=1[O:14][CH2:15][CH2:16][CH2:17][CH2:18][CH3:19] |f:3.4|. Procedure details: 4-Methoxy-2-nitro-3-pentyloxybenzaldehyde (70 g, 261.9 mmol), amidosulfuric acid (76.3 g, 785.7 mmol) and isopropanol (210 ml) were mixed, an aqueous sodium chlorite (38.5 g, 340.5 mmol) solution (350 ml) was added dropwise to this solution while cooling in a water bath. After stirring for 20 minutes, ethyl acetate (300 ml) was added to separate the organic layer. The aqueous layer was extracted with ethyl acetate (200 ml). The organic layers were combined, washed with saturated brine (150 ml), ... Starting materials: Cc1cccc2sc(N)nc12, Cl, NN, NN, O, O, OCCO. The product is Cc1cccc2sc(NN)nc12. Reaction SMILES: [CH3:1][c:2]1[cH:3][cH:4][cH:5][c:6]2[c:7]1[n:8][c:9]([NH2:11])[s:10]2.[ClH:12].[NH2:13][NH2:14].[NH2:16][NH2:17].[OH2:15].[OH2:22].[OH:18][CH2:19][CH2:20][OH:21]>>[CH3:1][c:2]1[cH:3][cH:4][cH:5][c:6]2[c:7]1[n:8][c:9]([NH:11][NH2:13])[s:10]2.